Dataset: the Open Reaction Database (ORD), a public repository of structured organic reaction records. Task: describe an organic reaction: reactants, conditions, products, and yield Starting materials: CO, COc1cccc(C=O)c1, CC(=O)c1ccc(N)cc1, [Na+], [OH-]. Product: COc1cccc(C=CC(=O)c2ccc(N)cc2)c1. Reaction SMILES: [CH3:21][OH:22].[CH:11]([c:12]1[cH:13][c:14]([O:18][CH3:19])[cH:15][cH:16][cH:17]1)=[O:20].[NH2:1][c:2]1[cH:3][cH:4][c:5]([C:8]([CH3:9])=[O:10])[cH:6][cH:7]1.[Na+:24].[OH-:23]>>[NH2:1][c:2]1[cH:3][cH:4][c:5]([C:8]([CH:9]=[CH:11][c:12]2[cH:13][c:14]([O:18][CH3:19])[cH:15][cH:16][cH:17]2)=[O:10])[cH:6][cH:7]1. Reactants: ClC1=C(C=CC=C1)N1C(=NN=C1C1=NC=C(C=C1)S(=O)(=O)C)C=CC1=NN=C(O1)C1=CC=C(C#N)C=C1 (4-(5-{2-[4-(2-Chloro-phenyl)-5-(5-methanesulfonyl-pyridin-2-yl)-4H-[1,2,4]triazol-3-yl]-vinyl}-[1,3,4]oxadiazol-2-yl)-benzonitrile), NN.O (H2NNH2.H2O). Run in CO (MeOH). Reaction conditions: time 16 hour. The product is C(#N)C1=CC=C(C(=O)NN)C=C1 (4-Cyano-benzoic acid hydrazide). Reaction SMILES: ClC1C=CC=CC=1N1C(C2C=CC(S(C)(=O)=O)=CN=2)=NN=C1C=CC1[O:29][C:28]([C:30]2[CH:37]=[CH:36][C:33]([C:34]#[N:35])=[CH:32][CH:31]=2)=[N:27][N:26]=1.NN.O>CO>[C:34]([C:33]1[CH:32]=[CH:31][C:30]([C:28]([NH:27][NH2:26])=[O:29])=[CH:37][CH:36]=1)#[N:35] |f:1.2|. Reported procedure: To a solution of 4-Cyano-benzoic acid methyl ester 1 (1.0 g, 13 mmol) in 30 mL of MeOH was added 3 mL of H2NNH2.H2O. The mixture was stirred at ambient temperature for 16 h. The solid was collected and washed with CH3OH to give 4-Cyano-benzoic acid hydrazide 2 as a solid. Yield: 0.8 g, 80%. Reactants: S(=O)(=O)([O-])[O-].[Mg+2] (magnesium sulfate), 5-trifluoromethylsulfonyl-1,3-dibutyl-2-sulfonyl-barbituric acid, C1(=CC=CC=C1)OC (anisole), C(C)(=O)OC(C)=O (acetic anhydride), saturated solution, sodium bicarbonate NaHCO3. Reagents/catalysts: [Sc] (scandium). Run in CCOCC (ether), [N+](=O)([O-])C (nitromethane). Reaction conditions: temperature 21 celsius, time 10 minute. Product: COC1=CC=C(C=C1)C(C)=O (p-methoxyacetophenone). Yield: 97.2%. Reaction SMILES: [C:1]1([O:7][CH3:8])[CH:6]=[CH:5][CH:4]=[CH:3][CH:2]=1.[C:9](OC(=O)C)(=[O:11])[CH3:10].S([O-])([O-])(=O)=O.[Mg+2]>[N+](C)([O-])=O.CCOCC.[Sc]>[CH3:8][O:7][C:1]1[CH:6]=[CH:5][C:4]([C:9](=[O:11])[CH3:10])=[CH:3][CH:2]=1 |f:2.3|. Procedure details: The catalytic effect of the scandium salt of 5-trifluoromethanesulfonyl-1,3-dibutyl-2-sulfonyl-barbituric acid, obtained in Example 25, towards a Friedel-Crafts reaction of acylation was evaluated in the following manner. In 40 ml of anhydrous nitromethane, there is added 887 mg (0.7 moles) of the scandium salt of 5-trifluoromethylsulfonyl-1,3-dibutyl-2-sulfonyl-barbituric acid, and 1.08 g (10 mmoles) of anisole and 2.04 g (20 mmoles) of acetic anhydride. After stirring during 10 min at 21° C., ... Reactants: Cl.C(C)N=C=NCCCN(C)C (1-ethyl-3-(3-dimethylaminopropyl)carbodiimide hydrochloride), C(C)(C)OC([C@@H](NC(C1=C(C=CC=C1Cl)Cl)=O)CC1=CC=C(C=C1)N)=O (4-Amino-N-(2,6-dichlorobenzoyl)-L-phenylalanine Isopropylester), O.ON1N=NC2=C1C=CC=C2 (1-hydroxybenzotriazole monohydrate), IC1=CC=C(C(C(=O)O)=C1)N (5-iodoanthranilic acid). Solvent: CN(C=O)C (dimethylformamide), C(C)(=O)OCC (ethyl acetate). Reaction conditions: temperature 0 celsius, time 16 hour. The product is C(C)(C)OC([C@@H](NC(C1=C(C=CC=C1Cl)Cl)=O)CC1=CC=C(C=C1)NC(C1=C(C=CC(=C1)I)N)=O)=O (4-[(2-amino-5-iodobenzoyl)amino]-N-(2,6-dichlorobenzoyl)-L-phenylalanine isopropylester). RXN SMILES: [CH:1]([O:4][C:5](=[O:26])[C@H:6]([CH2:18][C:19]1[CH:24]=[CH:23][C:22]([NH2:25])=[CH:21][CH:20]=1)[NH:7][C:8](=[O:17])[C:9]1[C:14]([Cl:15])=[CH:13][CH:12]=[CH:11][C:10]=1[Cl:16])([CH3:3])[CH3:2].O.ON1C2C=CC=CC=2N=N1.[I:38][C:39]1[CH:47]=[C:43]([C:44](O)=[O:45])[C:42]([NH2:48])=[CH:41][CH:40]=1.Cl.C(N=C=NCCCN(C)C)C>CN(C)C=O.C(OCC)(=O)C>[CH:1]([O:4][C:5](=[O:26])[C@H:6]([CH2:18][C:19]1[CH:20]=[CH:21][C:22]([NH:25][C:44](=[O:45])[C:43]2[CH:47]=[C:39]([I:38])[CH:40]=[CH:41][C:42]=2[NH2:48])=[CH:23][CH:24]=1)[NH:7][C:8](=[O:17])[C:9]1[C:10]([Cl:16])=[CH:11][CH:12]=[CH:13][C:14]=1[Cl:15])([CH3:3])[CH3:2] |f:1.2,4.5|. Procedure details: 4-Amino-N-(2,6-dichlorobenzoyl)-L-phenylalanine Isopropylester, 1-hydroxybenzotriazole monohydrate (11.5 g) and 5-iodoanthranilic acid (17.8 g) were dissolved in dimethylformamide (200 mL) and cooled down to 0° C. 1-ethyl-3-(3-dimethylaminopropyl)carbodiimide hydrochloride (13.7 g) was added thereto and stirred at room temperature for 16 hours. The organic layer wherein ethyl acetate (1 L) was added was washed with 0.1N sodium hydroxide aqueous solution (200 mL, 100 mL), water (100 mL), 0.1N hyd... Yields the product C(OC1=CC=C(C=C1)[N+](=O)[O-])(OC1COCC1)=O (4-nitrophenyl tetrahydrofuran-3-yl carbonate). Reactants: OC1COCC1 (3-hydroxytetrahydrofuran), ClC(=O)OC1=CC=C(C=C1)[N+](=O)[O-] (p-nitrophenyl chloroformate). Procedure details: This compound was prepared by using procedures analogous to those described for the synthesis of Example 67, Step 1 starting from 3-hydroxytetrahydrofuran (Aldrich, Cat. #H59109) and p-nitrophenyl chloroformate. As a reaction SMILES: [OH:1][CH:2]1[CH2:6][CH2:5][O:4][CH2:3]1.Cl[C:8]([O:10][C:11]1[CH:16]=[CH:15][C:14]([N+:17]([O-:19])=[O:18])=[CH:13][CH:12]=1)=[O:9]>>[C:8](=[O:9])([O:1][CH:2]1[CH2:6][CH2:5][O:4][CH2:3]1)[O:10][C:11]1[CH:12]=[CH:13][C:14]([N+:17]([O-:19])=[O:18])=[CH:15][CH:16]=1. Reactants: O.O.C[N+](C)(C)[O-] (Trimethylamine N-oxide dihydrate), B.O1CCCC1 (Borane tetrahydrofuran), ice, C(C)(=O)N1CCC2=CC(=CC=C12)C=C (1-acetyl-2,3-dihydro-5-ethenyl-1H-indole), Cl (HCl). Solvent: C1CCOC1 (THF), O (water). Run at temperature 0 celsius, time 30 minute. Product: C(C)(=O)N1CCC2=CC(=CC=C12)CCO (1-Acetyl-2,3-dihydro-1H-indole-5-ethanol). Yield: 83.1%. RXN SMILES: B.[O:2]1[CH2:6][CH2:5][CH2:4][CH2:3]1.[C:7]([N:10]1[C:18]2[C:13](=CC(C=C)=[CH:16][CH:17]=2)[CH2:12][CH2:11]1)(=[O:9])[CH3:8].O.O.C[N+]([O-])(C)C.Cl>C1COCC1.O>[C:7]([N:10]1[C:18]2[C:13](=[CH:3][C:4]([CH2:5][CH2:6][OH:2])=[CH:16][CH:17]=2)[CH2:12][CH2:11]1)(=[O:9])[CH3:8] |f:0.1,3.4.5|. Procedure: Borane-tetrahydrofuran complex (1.0M in THF, 20 ml, 20 mmol) was added dropwise to an ice cooled solution of 1-acetyl-2,3-dihydro-5-ethenyl-1H-indole (5.61 g, 30 mmol) in THF (150 ml). The mixture was stirred at 0° C. for 30 minute then at room temperature for 1 hr. Trimethylamine N-oxide dihydrate (8.88 g, 80 mmol) was added and the mixture was heated under reflux for 3 hr, cooled and poured into water (400 ml) and aqueous HCl (6N, 10 ml). The mixture was extracted with dichloromethane (3×400 m... The reactants are CC(C)=O, Cl, O=C(NC(COCC1CCNCC1)c1ccccc1)OCc1ccccc1. Reaction SMILES: [CH3:29][C:30]([CH3:31])=[O:32].[ClH:1].[c:2]1([CH:8]([CH2:9][O:10][CH2:11][CH:12]2[CH2:13][CH2:14][NH:15][CH2:16][CH2:17]2)[NH:18][C:19]([O:20][CH2:21][c:22]2[cH:23][cH:24][cH:25][cH:26][cH:27]2)=[O:28])[cH:3][cH:4][cH:5][cH:6][cH:7]1>>[c:2]1([CH:8]([CH2:9][O:10][CH2:11][CH:12]2[CH2:13][CH2:14][N:15]([CH:30]([CH3:29])[CH3:31])[CH2:16][CH2:17]2)[NH:18][C:19]([O:20][CH2:21][c:22]2[cH:23][cH:24][cH:25][cH:26][cH:27]2)=[O:28])[cH:3][cH:4][cH:5][cH:6][cH:7]1. Product: CC(C)N1CCC(COCC(NC(=O)OCc2ccccc2)c2ccccc2)CC1. Reactants: Intermediate 20, BrC1=C(C=C(C=C1)S(=O)(=O)C)[N+](=O)[O-] (2-bromo-5-methylsulfonylnitrobenzene), C(=C)B1OC(C)(C)C(C)(C)O1 (vinylboronic acid pinacol ester). RXN SMILES: Br[C:2]1[CH:7]=[CH:6][C:5]([S:8]([CH3:11])(=[O:10])=[O:9])=[CH:4][C:3]=1[N+:12]([O-:14])=[O:13].[CH:15](B1OC(C)(C)C(C)(C)O1)=[CH2:16]>>[CH3:11][S:8]([C:5]1[CH:6]=[CH:7][C:2]([CH:15]=[CH2:16])=[C:3]([N+:12]([O-:14])=[O:13])[CH:4]=1)(=[O:10])=[O:9]. The product is CS(=O)(=O)C1=CC(=C(C=C1)C=C)[N+](=O)[O-] (4-(methylsulfonyl)-2-nitro-1-vinylbenzene). Procedure details: Following the general method as outlined in Intermediate 20, starting from 2-bromo-5-methylsulfonylnitrobenzene and vinylboronic acid pinacol ester, the title compound was obtained as a brown oil in quantitative yield. Reactants: Brc1ccc2c(c1)COC21CCn2cncc21, [C-]#N, [C-]#N, CN(C)C=O, O, [Zn+2]. Yields the product N#Cc1ccc2c(c1)COC21CCn2cncc21. Reaction SMILES: [Br:1][c:2]1[cH:3][c:4]2[c:5]([cH:16][cH:17]1)[C:6]1([O:7][CH2:8]2)[CH2:9][CH2:10][n:11]2[cH:12][n:13][cH:14][c:15]21.[C-:24]#[N:25].[C-:27]#[N:28].[CH3:19][N:20]([CH3:21])[CH:22]=[O:23].[OH2:18].[Zn+2:26]>>[c:2]1([C:19]#[N:20])[cH:3][c:4]2[c:5]([cH:16][cH:17]1)[C:6]1([O:7][CH2:8]2)[CH2:9][CH2:10][n:11]2[cH:12][n:13][cH:14][c:15]21. Starting materials: COC=1C=C(C=CC1OC)C1=NOC(=C1)CCC=O (3-[3-(3,4-dimethoxyphenyl)isoxazol-5-yl]propanal), COC1=C(C=CC=C1)N1CCNCC1 (1-(2-methoxyphenyl)piperazine), [BH-](OC(=O)C)(OC(=O)C)OC(=O)C.[Na+] (NaBH(OAc)3). Run in C(Cl)Cl (methylene chloride). Yields the product COC1=C(C=C(C=C1)C1=NOC(=C1)CCCN1CCN(CC1)C1=C(C=CC=C1)OC)OC (1,2-Dimethoxy-4-(5-{3-[4-(2-methoxyphenyl)piperazinyl]propyl}isoxazol-3-yl)benzene). Isolated yield 108.0%. As a reaction SMILES: [CH3:1][O:2][C:3]1[CH:4]=[C:5]([C:11]2[CH:15]=[C:14]([CH2:16][CH2:17][CH:18]=O)[O:13][N:12]=2)[CH:6]=[CH:7][C:8]=1[O:9][CH3:10].[CH3:20][O:21][C:22]1[CH:27]=[CH:26][CH:25]=[CH:24][C:23]=1[N:28]1[CH2:33][CH2:32][NH:31][CH2:30][CH2:29]1.[BH-](OC(C)=O)(OC(C)=O)OC(C)=O.[Na+]>C(Cl)Cl>[CH3:10][O:9][C:8]1[CH:7]=[CH:6][C:5]([C:11]2[CH:15]=[C:14]([CH2:16][CH2:17][CH2:18][N:31]3[CH2:30][CH2:29][N:28]([C:23]4[CH:24]=[CH:25][CH:26]=[CH:27][C:22]=4[O:21][CH3:20])[CH2:33][CH2:32]3)[O:13][N:12]=2)=[CH:4][C:3]=1[O:2][CH3:1] |f:2.3|. Procedure details: About 2 min after dissolving 3-[3-(3,4-dimethoxyphenyl)isoxazol-5-yl]propanal (10 mg, 0.04 mmol) and 1-(2-methoxyphenyl)piperazine (7.4 mg, 0.04 mmol) in 2 mL of dry methylene chloride, were added NaBH(OAc)3 (24 mg, 0.12 mmol) and molecular sieves (5 beads). The reaction mixture was reacted for 22.6 hr and followed the same processes as in Example 1 to obtain 18.9 mg (100%) of the target compound.